This data is from the Open Reaction Database (ORD), a public repository of structured organic reaction records. The task is: describe an organic reaction: reactants, conditions, products, and yield The reactants are C1(=CC=CC=C1)\C(=C/CCCCCO)\C=1C=NC=CC1 ((E)-7-Phenyl-7-(3-pyridyl)-6-hepten-1-ol), C1(=CC=C(C=C1)S(=O)(=O)N=C=O)C (p-toluenesulfonyl isocyanate). Solvent: C(Cl)Cl (methylene chloride). The product is C1(=CC=C(C=C1)S(=O)(=O)NC(=O)OCCCCC\C=C(\C=1C=NC=CC1)/C1=CC=CC=C1)C (1-(p-toluenesulfonyl)aminocarbonyloxy-(E)-7-phenyl-7-(3-pyridyl)-6-heptene). Isolated yield 61.1%. As a reaction SMILES: [C:1]1(/[C:7](/[C:15]2[CH:16]=[N:17][CH:18]=[CH:19][CH:20]=2)=[CH:8]\[CH2:9][CH2:10][CH2:11][CH2:12][CH2:13][OH:14])[CH:6]=[CH:5][CH:4]=[CH:3][CH:2]=1.[C:21]1([CH3:33])[CH:26]=[CH:25][C:24]([S:27]([N:30]=[C:31]=[O:32])(=[O:29])=[O:28])=[CH:23][CH:22]=1>C(Cl)Cl>[C:21]1([CH3:33])[CH:22]=[CH:23][C:24]([S:27]([NH:30][C:31]([O:14][CH2:13][CH2:12][CH2:11][CH2:10][CH2:9]/[CH:8]=[C:7](\[C:1]2[CH:2]=[CH:3][CH:4]=[CH:5][CH:6]=2)/[C:15]2[CH:16]=[N:17][CH:18]=[CH:19][CH:20]=2)=[O:32])(=[O:28])=[O:29])=[CH:25][CH:26]=1. Procedure details: (E)-7-Phenyl-7-(3-pyridyl)-6-hepten-1-ol (2.0 g, 7.4 mmoles) was dissolved in methylene chloride (20 ml), and p-toluenesulfonyl isocyanate (1.5 g, 7.6 mmoles) was added to the solution. The mixture was stirred at room temperature for an hour and then concentrated under reduced pressure. The residue was subjected to silica gel column chromatography using isopropyl ether-ethyl acetate (1:1) as the developing solvent. Recrystallization of the product from ethyl acetate gave 1-(p-toluenesulfonyl)ami...